Dataset: the Open Reaction Database (ORD), a public repository of structured organic reaction records. Task: describe an organic reaction: reactants, conditions, products, and yield Starting materials: CC(C)[Si](C(C)C)(C(C)C)n1cc(CN(C)C)c2cccnc21, Cc1ccccc1, CC(C)OC(=O)Cl. Yields the product CC(C)[Si](C(C)C)(C(C)C)n1cc(CCl)c2cccnc21. RXN SMILES: [CH3:1][N:2]([CH2:3][c:4]1[cH:5][n:6]([Si:13]([CH:14]([CH3:15])[CH3:16])([CH:17]([CH3:18])[CH3:19])[CH:20]([CH3:21])[CH3:22])[c:7]2[n:8][cH:9][cH:10][cH:11][c:12]12)[CH3:23].[CH3:31][c:32]1[cH:33][cH:34][cH:35][cH:36][cH:37]1.[Cl:24][C:25]([O:26][CH:27]([CH3:28])[CH3:29])=[O:30]>>[CH2:3]([c:4]1[cH:5][n:6]([Si:13]([CH:14]([CH3:15])[CH3:16])([CH:17]([CH3:18])[CH3:19])[CH:20]([CH3:21])[CH3:22])[c:7]2[n:8][cH:9][cH:10][cH:11][c:12]12)[Cl:24]. The reactants are CCOC(=O)COc1ccc(SCc2sc(-c3ccc(C(F)(F)F)cc3)nc2C)cc1C, CCO, Cl, [Na+], [OH-]. The product is Cc1cc(SCc2sc(-c3ccc(C(F)(F)F)cc3)nc2C)ccc1OCC(=O)O. Reaction SMILES: [CH3:1][c:2]1[c:3]([O:4][CH2:5][C:6](=[O:7])[O:8][CH2:9][CH3:10])[cH:11][cH:12][c:13]([S:15][CH2:16][c:17]2[c:18]([CH3:32])[n:19][c:20](-[c:22]3[cH:23][cH:24][c:25]([C:28]([F:29])([F:30])[F:31])[cH:26][cH:27]3)[s:21]2)[cH:14]1.[CH3:36][CH2:37][OH:38].[ClH:35].[Na+:34].[OH-:33]>>[CH3:1][c:2]1[c:3]([O:4][CH2:5][C:6](=[O:7])[OH:8])[cH:11][cH:12][c:13]([S:15][CH2:16][c:17]2[c:18]([CH3:32])[n:19][c:20](-[c:22]3[cH:23][cH:24][c:25]([C:28]([F:29])([F:30])[F:31])[cH:26][cH:27]3)[s:21]2)[cH:14]1. Reactants: NS(=O)(=O)c1ccc(Br)cc1, CC(C)CC(NC(c1ccc(B2OC(C)(C)C(C)(C)O2)cc1)C(F)(F)F)C(=O)NCC#N, O=C([O-])[O-], CCOC(C)=O, CCCO, [Na+], [Na+], CC(=O)[O-], CC(=O)[O-], O, [Pd+2], c1ccc(P(c2ccccc2)c2ccccc2)cc1. Product: CC(C)CC(NC(c1ccc(-c2ccc(S(N)(=O)=O)cc2)cc1)C(F)(F)F)C(=O)NCC#N. As a reaction SMILES: [Br:33][c:34]1[cH:35][cH:36][c:37]([S:40](=[O:41])(=[O:42])[NH2:43])[cH:38][cH:39]1.[C:1](#[N:2])[CH2:3][NH:4][C:5]([CH:6]([NH:7][CH:8]([C:9]([F:10])([F:11])[F:12])[c:13]1[cH:14][cH:15][c:16]([B:19]2[O:20][C:21]([CH3:22])([CH3:23])[C:24]([CH3:25])([CH3:26])[O:27]2)[cH:17][cH:18]1)[CH2:28][CH:29]([CH3:30])[CH3:31])=[O:32].[C:44](=[O:45])([O-:46])[O-:47].[CH2:69]([O:70][C:71](=[O:72])[CH3:73])[CH3:74].[CH2:85]([OH:86])[CH2:87][CH3:88].[Na+:48].[Na+:49].[O-:76][C:77]([CH3:78])=[O:79].[O-:80][C:81]([CH3:82])=[O:83].[OH2:84].[Pd+2:75].[c:50]1([P:51]([c:52]2[cH:53][cH:54][cH:55][cH:56][cH:57]2)[c:58]2[cH:59][cH:60][cH:61][cH:62][cH:63]2)[cH:64][cH:65][cH:66][cH:67][cH:68]1>>[C:1](#[N:2])[CH2:3][NH:4][C:5]([CH:6]([NH:7][CH:8]([C:9]([F:10])([F:11])[F:12])[c:13]1[cH:14][cH:15][c:16](-[c:34]2[cH:35][cH:36][c:37]([S:40](=[O:41])(=[O:42])[NH2:43])[cH:38][cH:39]2)[cH:17][cH:18]1)[CH2:28][CH:29]([CH3:30])[CH3:31])=[O:32]. The reactants are BrC1=C(C(=O)O)C=C(C=C1)Cl (2-bromo-5-chlorobenzoic acid), Cl (HCl), CO (methanol). Conditions: time 8 hour. Product: BrC1=C(C(=O)OC)C=C(C=C1)Cl (methyl 2-bromo-5-chlorobenzoate). The yield is 92.0%. As a reaction SMILES: [Br:1][C:2]1[CH:10]=[CH:9][C:8]([Cl:11])=[CH:7][C:3]=1[C:4]([OH:6])=[O:5].Cl.[CH3:13]O>>[Br:1][C:2]1[CH:10]=[CH:9][C:8]([Cl:11])=[CH:7][C:3]=1[C:4]([O:6][CH3:13])=[O:5]. Reported procedure: Into a stirred solution of 2-bromo-5-chlorobenzoic acid (11 g, 46.7 mmol, HPLC RT=2.99 min) in methanol (250 mL) at 0° C. was bubbled HCl gas. The reaction was allowed to warm to room temperature and stirred overnight. The reaction mixture was concentrated in vacuo to give an orange oil, which was purified by flash chromatography using hexanes as eluant to give methyl 2-bromo-5-chlorobenzoate as a colorless oil (10.7 g, 92% yield). TLC Rf=0.6 (5% EtOAc-hexanes); HPLC RT=3.48 min, method A; 1H NM... Reactants: CC(C)(C)OC(=O)Nc1ccc(N2CCC(C(=O)O)CC2)cc1, O=C(c1ncc[nH]1)c1ncc[nH]1, CNOC, ClCCl, Cl. The product is CON(C)C(=O)C1CCN(c2ccc(NC(=O)OC(C)(C)C)cc2)CC1. As a reaction SMILES: [C:1]([CH3:2])([CH3:3])([CH3:4])[O:5][C:6](=[O:7])[NH:8][c:9]1[cH:10][cH:11][c:12]([N:15]2[CH2:16][CH2:17][CH:18]([C:21](=[O:22])[OH:23])[CH2:19][CH2:20]2)[cH:13][cH:14]1.[C:24]([c:25]1[nH:26][cH:27][cH:28][n:29]1)([c:30]1[nH:31][cH:32][cH:33][n:34]1)=[O:35].[CH3:37][NH:38][O:39][CH3:40].[Cl:41][CH2:42][Cl:43].[ClH:36]>>[C:1]([CH3:2])([CH3:3])([CH3:4])[O:5][C:6](=[O:7])[NH:8][c:9]1[cH:10][cH:11][c:12]([N:15]2[CH2:16][CH2:17][CH:18]([C:21](=[O:23])[N:38]([CH3:37])[O:39][CH3:40])[CH2:19][CH2:20]2)[cH:13][cH:14]1. Starting materials: O=C1C=2C=CC(NC2CCC1)=O (5,6,7,8-Tetrahydro-5-oxo-2(1H)-quinolinone), CI (methyl iodide). Reagents/catalysts: C([O-])([O-])=O.[Ag+2] (silver carbonate). Solvent: C(Cl)(Cl)Cl (chloroform). Run at time 48 hour. The product is COC1=NC=2CCCC(C2C=C1)=O (5,6,7,8-Tetrahydro-2-methoxy-5-oxo-quinoline). The yield is 81.3%. As a reaction SMILES: [O:1]=[C:2]1[CH2:11][CH2:10][CH2:9][C:8]2[NH:7][C:6](=[O:12])[CH:5]=[CH:4][C:3]1=2.[CH3:13]I>C(Cl)(Cl)Cl.C(=O)([O-])[O-].[Ag+2]>[CH3:13][O:12][C:6]1[CH:5]=[CH:4][C:3]2[C:2](=[O:1])[CH2:11][CH2:10][CH2:9][C:8]=2[N:7]=1 |f:3.4|. Procedure details: A mixture of compound 5 (8.2 g, 50 mmol) prepared as described in Example 1, methyl iodide (15.7 mL, 250 mmol), and silver carbonate (8.3 g, 30 mmol) in 150 mL of chloroform was stirred in a flask at room temperature for 48 hours. The reaction mixture was filtered through celite, and the filtrate was concentrated in vacuo, and purified by column chromatography (elution with hexanes-ethyl acetate 3:1) to give compound 8 (7.2 g, 81%) as a light yellow solid, mp 101-102° C. 1H NMR (CDCl3): δ 2.15 (... The reactants are OCCOCc1ccccc1, CCOC(=O)N=NC(=O)OCC, COC(=O)c1cc(O)ccc1[N+](=O)[O-], c1ccc(P(c2ccccc2)c2ccccc2)cc1. Product: COC(=O)c1cc(OCCOCc2ccccc2)ccc1[N+](=O)[O-]. RXN SMILES: [CH2:34]([c:35]1[cH:36][cH:37][cH:38][cH:39][cH:40]1)[O:41][CH2:42][CH2:43][OH:44].[O:45]=[C:46]([O:47][CH2:48][CH3:49])[N:50]=[N:51][C:52]([O:53][CH2:54][CH3:55])=[O:56].[OH:1][c:2]1[cH:3][cH:4][c:5]([N+:12](=[O:13])[O-:14])[c:6]([C:7](=[O:8])[O:9][CH3:10])[cH:11]1.[c:15]1([P:16]([c:17]2[cH:18][cH:19][cH:20][cH:21][cH:22]2)[c:23]2[cH:24][cH:25][cH:26][cH:27][cH:28]2)[cH:29][cH:30][cH:31][cH:32][cH:33]1>>[O:1]([c:2]1[cH:3][cH:4][c:5]([N+:12](=[O:13])[O-:14])[c:6]([C:7](=[O:8])[O:9][CH3:10])[cH:11]1)[CH2:43][CH2:42][O:41][CH2:34][c:35]1[cH:36][cH:37][cH:38][cH:39][cH:40]1. Starting materials: CNC (dimethylamine), C1=CC2=C3C(=C1)OS(=O)(=O)C3=CC=C2 (1,8-naphthasultone). Run at time 20 hour. Product: OC=1C=CC=C2C=CC=C(C12)S(=O)(=O)N(C)C (8-hydroxy-N,N-dimethyl-1-naphthalenesulfonamide). RXN SMILES: [CH3:1][NH:2][CH3:3].[CH:4]1[CH:9]=[C:8]2[O:10][S:11]([C:14]3=[CH:15][CH:16]=[CH:17][C:6](=[C:7]23)[CH:5]=1)(=[O:13])=[O:12]>>[OH:10][C:8]1[CH:9]=[CH:4][CH:5]=[C:6]2[C:7]=1[C:14]([S:11]([N:2]([CH3:3])[CH3:1])(=[O:13])=[O:12])=[CH:15][CH:16]=[CH:17]2. Procedure details: Dry dimethylamine gas was passed through a solution of 1,8-naphthasultone [5.0 g, 24 mmoles, described by I. Hideo, Japanese Patent 4927, Aug. 31, 1951; Chem. Abstr., 47, 9364b (1953)] for 1.5 hr at 20°-22° C. The mixture was stirred for 20 hr. The resulting yellow crystals were collected by filtration. The filtrate was concentrated to give more crystals. The two batches of crystals were combined giving 5 g of 8-hydroxy-N,N-dimethyl-1-naphthalenesulfonamide; mp 95° C.; NMR (CDCl3) δ 2.88 (s, 6H)...